This data is from the Open Reaction Database (ORD), a public repository of structured organic reaction records. The task is: describe an organic reaction: reactants, conditions, products, and yield Product: CCCCC=CCC(=O)Oc1ccc(-c2ccc(CCCCCOCCC)cc2)nc1. RXN SMILES: [C:1]([CH2:2][CH:3]=[CH:4][CH2:5][CH2:6][CH2:7][CH3:8])(=[O:9])[OH:10].[CH2:11]([CH2:12][CH3:13])[O:14][CH2:15][CH2:16][CH2:17][CH2:18][CH2:19][c:20]1[cH:21][cH:22][c:23](-[c:26]2[n:27][cH:28][c:29]([OH:32])[cH:30][cH:31]2)[cH:24][cH:25]1.[CH:33]1([N:34]=[C:35]=[N:36][CH:37]2[CH2:38][CH2:39][CH2:40][CH2:41][CH2:42]2)[CH2:43][CH2:44][CH2:45][CH2:46][CH2:47]1.[Cl:48][CH2:49][Cl:50]>>[C:1]([CH2:2][CH:3]=[CH:4][CH2:5][CH2:6][CH2:7][CH3:8])([O:9][c:29]1[cH:28][n:27][c:26](-[c:23]2[cH:22][cH:21][c:20]([CH2:19][CH2:18][CH2:17][CH2:16][CH2:15][O:14][CH2:11][CH2:12][CH3:13])[cH:25][cH:24]2)[cH:31][cH:30]1)=[O:10]. Starting materials: CCCCC=CCC(=O)O, CCCOCCCCCc1ccc(-c2ccc(O)cn2)cc1, C(=NC1CCCCC1)=NC1CCCCC1, ClCCl.